Dataset: the Open Reaction Database (ORD), a public repository of structured organic reaction records. Task: describe an organic reaction: reactants, conditions, products, and yield Reactants: ClCCl, COc1cc2c(cc1OC)C(=O)C(=Cc1ccncc1)C2, CO, CCOC(C)=O. The product is COc1cc2c(cc1OC)C(=O)C(Cc1ccncc1)C2. As a reaction SMILES: [CH2:24]([Cl:25])[Cl:26].[CH3:1][O:2][c:3]1[cH:4][c:5]2[c:9]([cH:10][c:11]1[O:12][CH3:13])[C:8](=[O:14])[C:7](=[CH:15][c:16]1[cH:17][cH:18][n:19][cH:20][cH:21]1)[CH2:6]2.[CH3:22][OH:23].[CH3:27][CH2:28][O:29][C:30](=[O:31])[CH3:32]>>[CH3:1][O:2][c:3]1[cH:4][c:5]2[c:9]([cH:10][c:11]1[O:12][CH3:13])[C:8](=[O:14])[CH:7]([CH2:15][c:16]1[cH:17][cH:18][n:19][cH:20][cH:21]1)[CH2:6]2. Starting materials: C1(=CC=CC=C1)N(C(=O)Cl)C1=CC=CC=C1 (diphenylcarbamoyl chloride), C(C)(C)N(C(C)C)CC (N,N-diisopropylethylamine), C(C(C)C)(=O)NC=1NC(C=2N=CN([C@H]3C[C@H](OCSC)[C@@H](CO[Si](C)(C)C(C)(C)C)O3)C2N1)=O (N2-isobutyryl-3′-O-(methylthiomethyl)-5′-O-(tert-butyldimethylsilyl)-2′-deoxyguanosine). The solvent is N1=CC=CC=C1 (pyridine). Conditions: time 3 hour. Product: C(C(C)C)(=O)NC=1N=C(C=2N=CN([C@H]3C[C@H](OCSC)[C@@H](CO[Si](C)(C)C(C)(C)C)O3)C2N1)OC(N(C1=CC=CC=C1)C1=CC=CC=C1)=O (N2-isobutyryl-O6-diphenylcarbamoyl-3′-O-(methylthiomethyl)-5′-O-(tert-butyldimethylsilyl)-2′-deoxyguanosine). Isolated yield 80.0%. As a reaction SMILES: [C:1]([NH:6][C:7]1[NH:8][C:9](=[O:34])[C:10]2[N:11]=[CH:12][N:13]([C:32]=2[N:33]=1)[C@@H:14]1[O:31][C@H:21]([CH2:22][O:23][Si:24]([C:27]([CH3:30])([CH3:29])[CH3:28])([CH3:26])[CH3:25])[C@@H:16]([O:17][CH2:18][S:19][CH3:20])[CH2:15]1)(=[O:5])[CH:2]([CH3:4])[CH3:3].[C:35]1([N:41]([C:45]2[CH:50]=[CH:49][CH:48]=[CH:47][CH:46]=2)[C:42](Cl)=[O:43])[CH:40]=[CH:39][CH:38]=[CH:37][CH:36]=1.C(N(CC)C(C)C)(C)C>N1C=CC=CC=1>[C:1]([NH:6][C:7]1[N:8]=[C:9]([O:34][C:42](=[O:43])[N:41]([C:45]2[CH:46]=[CH:47][CH:48]=[CH:49][CH:50]=2)[C:35]2[CH:40]=[CH:39][CH:38]=[CH:37][CH:36]=2)[C:10]2[N:11]=[CH:12][N:13]([C:32]=2[N:33]=1)[C@@H:14]1[O:31][C@H:21]([CH2:22][O:23][Si:24]([C:27]([CH3:29])([CH3:28])[CH3:30])([CH3:25])[CH3:26])[C@@H:16]([O:17][CH2:18][S:19][CH3:20])[CH2:15]1)(=[O:5])[CH:2]([CH3:4])[CH3:3]. Procedure: To 1.0 g N2-isobutyryl-3′-O-(methylthimethyl)-5′-O-(tert-butyldimethylsilyl)-2′-deoxyguanosine (11, 1.95 mmol) dissolved in 22 mL dry pyridine were added diphenylcarbamoyl chloride (0.677 g, 2.92 mmol) and 1.02 mL N,N-diisopropylethylamine, and stirred at room temperature for 3 h under nitrogen atmosphere. The reaction mixture became dark red during this time. The solvent was removed under high vacuum, and product was then purified by silica gel column chromatography using EtOAc:hex/1:1 to 7:3 a... The reactants are COC1=C(C=CC(=C1)CCCCCCCCC)O (2-methoxy-4-nonylphenol), C=O (paraformaldehyde). The reagents and catalysts are [Ti] (titanium). Run in C1(=CC=CC=C1)C (toluene), C1(=CC=CC=C1)C (toluene). Reaction conditions: temperature 218 celsius, time 25 minute. Yields the product COC1=C(C(C=O)=CC(=C1)CCCCCCCCC)O (3-Methoxy-5-nonylsalicylaldehyde). Reaction SMILES: [CH3:1][O:2][C:3]1[CH:8]=[C:7]([CH2:9][CH2:10][CH2:11][CH2:12][CH2:13][CH2:14][CH2:15][CH2:16][CH3:17])[CH:6]=[CH:5][C:4]=1[OH:18].[CH2:19]=[O:20]>[Ti].C1(C)C=CC=CC=1>[CH3:1][O:2][C:3]1[CH:8]=[C:7]([CH2:9][CH2:10][CH2:11][CH2:12][CH2:13][CH2:14][CH2:15][CH2:16][CH3:17])[CH:6]=[C:5]([CH:19]=[O:20])[C:4]=1[OH:18]. Procedure details: A pressure reactor was charged with 500 ml of toluene and heated to 218° C. A slurry of a mixture of 2-methoxy-4-nonylphenol (250.4 g, 1.0 mol), paraformaldehyde (94.5 g, 3.15 mol), titanium cresylate (2 ml) and 50 ml of toluene was added over 5 mins. The container of slurry was washed two times with 2×50 ml of toluene. The reaction mixture was heated (the reactor was heated with a 250° C. hot oil circulating through internal coil) and stirred for 25 mins. and discharged from the reactor. The da... Starting materials: CO, Cc1nccnc1Cl, ClCCl, NCCN1CCC(CO)C(O)C1, O=[Ca]. Yields the product Cc1nccnc1NCCN1CCC(CO)C(O)C1. Reaction SMILES: [CH3:26][OH:27].[Cl:13][c:14]1[n:15][cH:16][cH:17][n:18][c:19]1[CH3:20].[Cl:23][CH2:24][Cl:25].[NH2:1][CH2:2][CH2:3][N:4]1[CH2:5][CH:6]([OH:12])[CH:7]([CH2:10][OH:11])[CH2:8][CH2:9]1.[O:21]=[Ca:22]>>[NH:1]([CH2:2][CH2:3][N:4]1[CH2:5][CH:6]([OH:12])[CH:7]([CH2:10][OH:11])[CH2:8][CH2:9]1)[c:14]1[n:15][cH:16][cH:17][n:18][c:19]1[CH3:20]. Reaction SMILES: [CH:20]([N:21]([CH:22]([CH3:23])[CH3:24])[CH2:25][CH3:26])([CH3:27])[CH3:28].[Cl:29][CH2:30][Cl:31].[Cl:9][C:10](=[O:11])[O:12][CH2:13][c:14]1[cH:15][cH:16][cH:17][cH:18][cH:19]1.[NH:1]1[CH:2]([C:5](=[O:6])[O:7][CH3:8])[CH2:3][CH2:4]1>>[N:1]1([C:10](=[O:11])[O:12][CH2:13][c:14]2[cH:15][cH:16][cH:17][cH:18][cH:19]2)[CH:2]([C:5](=[O:6])[O:7][CH3:8])[CH2:3][CH2:4]1. The product is COC(=O)C1CCN1C(=O)OCc1ccccc1. The reactants are CCN(C(C)C)C(C)C, ClCCl, O=C(Cl)OCc1ccccc1, COC(=O)C1CCN1. The reactants are O=[N+]([O-])c1cccc(S(=O)(=O)OCC2CO2)c1, O=[N+]([O-])c1ccc2c(c1)OCC(CO)N2. Product: Nc1ccc2c(c1)OCC(CO)N2. As a reaction SMILES: [N+:16]([c:17]1[cH:18][c:19]([S:20]([O:21][CH2:22][CH:23]2[CH2:24][O:25]2)(=[O:26])=[O:27])[cH:28][cH:29][cH:30]1)([O-:31])=[O:32].[N+:1]([O-:2])(=[O:3])[c:4]1[cH:5][cH:6][c:7]2[c:8]([cH:15]1)[O:9][CH2:10][CH:11]([CH2:13][OH:14])[NH:12]2>>[NH2:1][c:4]1[cH:5][cH:6][c:7]2[c:8]([cH:15]1)[O:9][CH2:10][CH:11]([CH2:13][OH:14])[NH:12]2. The reactants are NC1=CC=C(C=C1)S(=O)(=O)NC1=NC(=NC(=C1)Cl)NCC (4-amino-N-(6-chloro-2-ethylamino-pyrimidin-4-yl)-benzenesulfonamide), C(C)(C)N (isopropylamine). Solvent: C(C)O (ethanol), C(C)O (ethanol). Product: NC1=CC=C(C=C1)S(=O)(=O)NC1=NC(=NC(=C1)NC(C)C)NCC (4-amino-N-(2-ethylamino-6-isopropylamino-pyrimidin-4-yl)-benzenesulfonamide). Yield: 38.0%. RXN SMILES: [NH2:1][C:2]1[CH:7]=[CH:6][C:5]([S:8]([NH:11][C:12]2[CH:17]=[C:16](Cl)[N:15]=[C:14]([NH:19][CH2:20][CH3:21])[N:13]=2)(=[O:10])=[O:9])=[CH:4][CH:3]=1.[CH:22]([NH2:25])([CH3:24])[CH3:23]>C(O)C>[NH2:1][C:2]1[CH:7]=[CH:6][C:5]([S:8]([NH:11][C:12]2[CH:17]=[C:16]([NH:25][CH:22]([CH3:24])[CH3:23])[N:15]=[C:14]([NH:19][CH2:20][CH3:21])[N:13]=2)(=[O:10])=[O:9])=[CH:4][CH:3]=1. Procedure details: 0.5 g (0.0015 mol) of 4-amino-N-(6-chloro-2-ethylamino-pyrimidin-4-yl)-benzenesulfonamide was dissolved in 20 ml of ethanol and stirred with 13 ml (0.15 mol) of isopropylamine in an autoclave at 130° C. for 4 hours. The reaction mixture was freed from solvent, the residue was suspended in 5 ml of ethanol and treated in an ultrasound bath for 15 minutes. The precipitate was filtered off, dissolved in 10 ml of 0.1N NaOH and filtered. The filtrate was adjusted to pH 6 with 0.1N HCl. The precipitate... Reactants: Cc1c(C)c2c(c(C)c1N)CC(C)(CN1CC=C(c3cn(-c4ccccc4)c4ccccc34)CC1)O2, CO, C1CCOC1, O=[Pt]. Product: Cc1c(C)c2c(c(C)c1N)CC(C)(CN1CCC(c3cn(-c4ccccc4)c4ccccc34)CC1)O2. RXN SMILES: [CH3:1][C:2]1([CH2:15][N:16]2[CH2:17][CH2:18][C:19]([c:22]3[cH:23][n:24](-[c:31]4[cH:32][cH:33][cH:34][cH:35][cH:36]4)[c:25]4[cH:26][cH:27][cH:28][cH:29][c:30]34)=[CH:20][CH2:21]2)[O:3][c:4]2[c:5]([c:7]([CH3:14])[c:8]([NH2:13])[c:9]([CH3:12])[c:10]2[CH3:11])[CH2:6]1.[CH3:44][OH:45].[O:37]1[CH2:38][CH2:39][CH2:40][CH2:41]1.[Pt:42]=[O:43]>>[CH3:1][C:2]1([CH2:15][N:16]2[CH2:17][CH2:18][CH:19]([c:22]3[cH:23][n:24](-[c:31]4[cH:32][cH:33][cH:34][cH:35][cH:36]4)[c:25]4[cH:26][cH:27][cH:28][cH:29][c:30]34)[CH2:20][CH2:21]2)[O:3][c:4]2[c:5]([c:7]([CH3:14])[c:8]([NH2:13])[c:9]([CH3:12])[c:10]2[CH3:11])[CH2:6]1. As a reaction SMILES: [F:1][C:2]1[CH:3]=[CH:4][C:5]([N+:9]([O-:11])=[O:10])=[C:6]([OH:8])[CH:7]=1.C(=O)([O-])[O-].[K+].[K+].[Br:18][CH2:19][CH2:20]Br>C(#N)C>[Br:18][CH2:19][CH2:20][O:8][C:6]1[CH:7]=[C:2]([F:1])[CH:3]=[CH:4][C:5]=1[N+:9]([O-:11])=[O:10] |f:1.2.3|. Isolated yield 99.1%. Run at temperature 70 celsius. The reactants are FC=1C=CC(=C(C1)O)[N+](=O)[O-] (5-fluoro-2-nitrophenol), C([O-])([O-])=O.[K+].[K+] (potassium carbonate), BrCCBr (1,2-dibromoethane). The solvent is C(C)#N (acetonitrile). Reported procedure: A solution of 5-fluoro-2-nitrophenol (1.5 g, 9.55 mmole) in acetonitrile (100 mL) under a nitrogen atmosphere was treated with potassium carbonate (4.5 g, 32.6 mmole) and 1,2-dibromoethane (16.0 mL, 186 mmole), The reaction mixture was heated to 70° C. for 40 hours. The reaction was then filtered and concentrated. The crude material was purified by flash chromatography (SiO2, 20% ethyl acetate/hexane) to give 2-(2-bromoethoxy)-4-fluoro-1-nitrobenzene (2.5 g, 98%). 1HNMR (CDCl3) δ 7.97 (m, 1H), 6... Product: BrCCOC1=C(C=CC(=C1)F)[N+](=O)[O-] (2-(2-bromoethoxy)-4-fluoro-1-nitrobenzene). Starting materials: C([C@@H]1[C@H]([C@@H]([C@H]([C@H](O1)O[C@]2([C@H]([C@@H]([C@H](O2)CO)O)O)CO)O)O)O)O (sucrose), C (charcoal). Conditions: temperature 5 celsius. Yields the product C([C@@H]1[C@H]([C@@H]([C@H]([C@H](O1)O[C@@H]2[C@@H]([C@H]([C@@H]([C@H](O2)CO)O)O)O)O)O)O)O (trehalose). RXN SMILES: [CH2:1]([OH:23])[C@H:2]1[O:7][C@H:6]([O:8][C@:9]2([CH2:18][OH:19])[O:13][C@H:12]([CH2:14][OH:15])[C@@H:11]([OH:16])[C@@H:10]2[OH:17])[C@H:5]([OH:20])[C@@H:4]([OH:21])[C@@H:3]1[OH:22].C>>[CH2:1]([OH:23])[C@H:2]1[O:7][C@H:6]([O:8][C@H:9]2[O:13][C@H:12]([CH2:14][OH:15])[C@@H:11]([OH:16])[C@H:10]([OH:17])[C@H:18]2[OH:19])[C@H:5]([OH:20])[C@@H:4]([OH:21])[C@@H:3]1[OH:22]. Reported procedure: Incubation of Brevibacterium lactofermentum ATCC 13869 was effected in the same manner as in Example 1, except that sucrose was used as the carbon source. One liter of the culture obtained was sterilized, then treated with an anion exchange resin AMBERLITE IR-4B and a cation exchange resin AMBERLITE IR-120 and decolored with active charcoal. Next, the decolored liquid was concentrated to about 25 ml, and 75 ml of ethanol was added thereto and left to cool to 5° C. to obtain 8.5 g of trehalose cr...